This data is from the Open Reaction Database (ORD), a public repository of structured organic reaction records. The task is: describe an organic reaction: reactants, conditions, products, and yield The reactants are C(#N)C(CC(=O)O)C1=CC=C(C=C1)OCC1=CC=C(C=C1)OC\C(=N/OC)\C1=CC(=CC=C1)F (3-cyano-3-{4-[(4-{[(2Z)-2-(3-fluorophenyl)-2-(methoxyimino)ethyl]oxy}benzyl)oxy]phenyl}propanoic acid), [OH-].[Na+] (sodium hydroxide). The product is C(#N)C(CC(=O)[O-])C1=CC=C(C=C1)OCC1=CC=C(C=C1)OC\C(=N/OC)\C1=CC(=CC=C1)F.[Na+] (Sodium 3-cyano-3-{4-[(4-{[(2Z)-2-(3-fluorophenyl)-2-(methoxyimino)ethyl]oxy}benzyl)oxy]phenyl}propanoate). Yield: 71.6%. RXN SMILES: [C:1]([CH:3]([C:8]1[CH:13]=[CH:12][C:11]([O:14][CH2:15][C:16]2[CH:21]=[CH:20][C:19]([O:22][CH2:23]/[C:24](/[C:28]3[CH:33]=[CH:32][CH:31]=[C:30]([F:34])[CH:29]=3)=[N:25]\[O:26][CH3:27])=[CH:18][CH:17]=2)=[CH:10][CH:9]=1)[CH2:4][C:5]([OH:7])=[O:6])#[N:2].[OH-].[Na+:36]>>[C:1]([CH:3]([C:8]1[CH:9]=[CH:10][C:11]([O:14][CH2:15][C:16]2[CH:21]=[CH:20][C:19]([O:22][CH2:23]/[C:24](/[C:28]3[CH:33]=[CH:32][CH:31]=[C:30]([F:34])[CH:29]=3)=[N:25]\[O:26][CH3:27])=[CH:18][CH:17]=2)=[CH:12][CH:13]=1)[CH2:4][C:5]([O-:7])=[O:6])#[N:2].[Na+:36] |f:1.2,3.4|. Reported procedure: Compound 55 was synthesized from 3-cyano-3-{4-[(4-{[(2Z)-2-(3-fluorophenyl)-2-(methoxyimino)ethyl]oxy}benzyl)oxy]phenyl}propanoic acid (0.55 g, 1.2 mmol) and sodium hydroxide (0.092 g, 2.3 mmol) by following the procedure described in scheme 12 (0.4 g, yield: 71.59%); Purity: 96.74%. Reactants: OB(O)c1cc(Br)ccc1OCc1ccccc1, COC(=O)c1cc(N)cc(C2=C(Br)CCC2)c1. Product: COC(=O)c1cc(N)cc(C2=C(c3cc(Br)ccc3OCc3ccccc3)CCC2)c1. As a reaction SMILES: [CH2:18]([c:19]1[cH:20][cH:21][cH:22][cH:23][cH:24]1)[O:25][c:26]1[c:27]([B:33]([OH:34])[OH:35])[cH:28][c:29]([Br:32])[cH:30][cH:31]1.[CH3:1][O:2][C:3]([c:4]1[cH:5][c:6]([NH2:16])[cH:7][c:8]([C:10]2=[C:11]([Br:15])[CH2:12][CH2:13][CH2:14]2)[cH:9]1)=[O:17]>>[CH3:1][O:2][C:3]([c:4]1[cH:5][c:6]([NH2:16])[cH:7][c:8]([C:10]2=[C:11]([c:27]3[c:26]([O:25][CH2:18][c:19]4[cH:20][cH:21][cH:22][cH:23][cH:24]4)[cH:31][cH:30][c:29]([Br:32])[cH:28]3)[CH2:12][CH2:13][CH2:14]2)[cH:9]1)=[O:17]. Starting materials: 7, C(C1=CC=CC=C1)OC=1C=C2C(=C(NC2=CC1)C1=CC=C(C=C1)OCC1=CC=CC=C1)C (5-Benzyloxy-2-(4-benzyloxy-phenyl)-3-methyl-1H-indole), ClCCCOC1=CC=C(CBr)C=C1 (4-(3-chloropropoxy)-benzyl bromide), O (water), [H-].[Na+] (sodium hydride). Run in CN(C)C=O (DMF), CN(C)C=O (DMF). Reaction conditions: time 20 minute. Yields the product C(C1=CC=CC=C1)OC=1C=C2C(=C(N(C2=CC1)CC1=CC=C(C=C1)OCCCCl)C1=CC=C(C=C1)OCC1=CC=CC=C1)C (5-Benzyloxy-2-(4-benzyloxy-phenyl)-1-[4-(3-chloro-propoxy)-benzyl]-3-methyl-1H-indole). As a reaction SMILES: [CH2:1]([O:8][C:9]1[CH:10]=[C:11]2[C:15](=[CH:16][CH:17]=1)[NH:14][C:13]([C:18]1[CH:23]=[CH:22][C:21]([O:24][CH2:25][C:26]3[CH:31]=[CH:30][CH:29]=[CH:28][CH:27]=3)=[CH:20][CH:19]=1)=[C:12]2[CH3:32])[C:2]1[CH:7]=[CH:6][CH:5]=[CH:4][CH:3]=1.[H-].[Na+].[Cl:35][CH2:36][CH2:37][CH2:38][O:39][C:40]1[CH:47]=[CH:46][C:43]([CH2:44]Br)=[CH:42][CH:41]=1.O>CN(C=O)C>[CH2:1]([O:8][C:9]1[CH:10]=[C:11]2[C:15](=[CH:16][CH:17]=1)[N:14]([CH2:44][C:43]1[CH:42]=[CH:41][C:40]([O:39][CH2:38][CH2:37][CH2:36][Cl:35])=[CH:47][CH:46]=1)[C:13]([C:18]1[CH:23]=[CH:22][C:21]([O:24][CH2:25][C:26]3[CH:31]=[CH:30][CH:29]=[CH:28][CH:27]=3)=[CH:20][CH:19]=1)=[C:12]2[CH3:32])[C:2]1[CH:3]=[CH:4][CH:5]=[CH:6][CH:7]=1 |f:1.2|. Procedure details: A solution consisting of 5-Benzyloxy-2-(4-benzyloxy-phenyl)-3-methyl-1H-indole No. 7 (6.5 g, 15.5 mmol) in DMF (60 mL) was cooled to 0° C. and treated with addition of sodium hydride (0.68 g, 17.0 mmol) and stirred for 20 minutes. A solution of 4-(3-chloropropoxy)-benzyl bromide No. 163 in DMF (10 mL) was then added slowly. The reaction was allowed to come to rt and stirred for 2 hours. The reaction was poured into water and extracted with ethyl acetate. The ethyl acetate was washed with water, ... Starting materials: COc1cc2c(Oc3ccc(NC(=O)Nc4ccc(F)cc4F)c(Cl)c3)ccnc2cc1OCCCBr, O=C([O-])[O-], C1COCCN1, CN(C)C=O, [K+], [K+], O. Yields the product COc1cc2c(Oc3ccc(NC(=O)Nc4ccc(F)cc4F)c(Cl)c3)ccnc2cc1OCCCN1CCOCC1. Reaction SMILES: [Br:1][CH2:2][CH2:3][CH2:4][O:5][c:6]1[c:7]([O:36][CH3:37])[cH:8][c:9]2[c:10]([O:16][c:17]3[cH:18][c:19]([Cl:35])[c:20]([NH:23][C:24](=[O:25])[NH:26][c:27]4[c:28]([F:34])[cH:29][c:30]([F:33])[cH:31][cH:32]4)[cH:21][cH:22]3)[cH:11][cH:12][n:13][c:14]2[cH:15]1.[C:38](=[O:39])([O-:40])[O-:41].[CH2:44]1[CH2:45][O:46][CH2:47][CH2:48][NH:49]1.[CH3:51][N:52]([CH3:53])[CH:54]=[O:55].[K+:42].[K+:43].[OH2:50]>>[CH2:2]([CH2:3][CH2:4][O:5][c:6]1[c:7]([O:36][CH3:37])[cH:8][c:9]2[c:10]([O:16][c:17]3[cH:18][c:19]([Cl:35])[c:20]([NH:23][C:24](=[O:25])[NH:26][c:27]4[c:28]([F:34])[cH:29][c:30]([F:33])[cH:31][cH:32]4)[cH:21][cH:22]3)[cH:11][cH:12][n:13][c:14]2[cH:15]1)[N:49]1[CH2:44][CH2:45][O:46][CH2:47][CH2:48]1. Starting materials: CCOC(C)=O, COC1(OC)CC(=O)C2(C)C=CC1(C)O2, CCCCCC, CC(C)=O, O, Cc1ccc(S(=O)(=O)O)cc1. Yields the product CC12C=CC(C)(O1)C(=O)CC2=O. Reaction SMILES: [C:27]([O:28][CH2:29][CH3:30])(=[O:31])[CH3:32].[CH3:1][O:2][C:3]1([O:14][CH3:15])[CH2:4][C:5](=[O:13])[C:6]2([CH3:12])[CH:7]=[CH:8][C:9]1([CH3:11])[O:10]2.[CH3:33][CH2:34][CH2:35][CH2:36][CH2:37][CH3:38].[CH3:39][C:40](=[O:41])[CH3:42].[OH2:43].[c:16]1([CH3:17])[cH:18][cH:19][c:20]([S:21]([OH:22])(=[O:23])=[O:24])[cH:25][cH:26]1>>[O:2]=[C:3]1[CH2:4][C:5](=[O:13])[C:6]2([CH3:12])[CH:7]=[CH:8][C:9]1([CH3:11])[O:10]2. The reactants are BrC=1C=CC(=C(C1)C(C(CO[Si](C)(C)C(C)(C)C)(F)F)O)F (1-(5-bromo-2-fluorophenyl)-3-(tert-butyldimethylsilyloxy)-2,2-difluoropropan-1-ol), [Cr](=O)(=O)([O-])O[Cr](=O)(=O)[O-].[NH+]1=CC=CC=C1.[NH+]1=CC=CC=C1 (Pyridinium dichromate). The solvent is ClCCl (Dichloromethane). Product: BrC=1C=CC(=C(C1)C(C(CO[Si](C)(C)C(C)(C)C)(F)F)=O)F (1-(5-bromo-2-fluorophenyl)-3-(tert-butyldimethylsilyloxy)-2,2-difluoropropan-1-one). As a reaction SMILES: [Br:1][C:2]1[CH:3]=[CH:4][C:5]([F:22])=[C:6]([CH:8]([OH:21])[C:9]([F:20])([F:19])[CH2:10][O:11][Si:12]([C:15]([CH3:18])([CH3:17])[CH3:16])([CH3:14])[CH3:13])[CH:7]=1.[Cr](O[Cr]([O-])(=O)=O)([O-])(=O)=O.[NH+]1C=CC=CC=1.[NH+]1C=CC=CC=1>ClCCl>[Br:1][C:2]1[CH:3]=[CH:4][C:5]([F:22])=[C:6]([C:8](=[O:21])[C:9]([F:19])([F:20])[CH2:10][O:11][Si:12]([C:15]([CH3:18])([CH3:16])[CH3:17])([CH3:13])[CH3:14])[CH:7]=1 |f:1.2.3|. Reported procedure: A mixture of 1-(5-bromo-2-fluorophenyl)-3-(tert-butyldimethylsilyloxy)-2,2-difluoropropan-1-ol (19.0 g, mmol) and Pyridinium dichromate (90.0 g, 239.2 mmol) in Dichloromethane (200 mL) was refluxed for 16 h under constant stirring. The catalyst was filtered through a pad of celite and the filtrate was concentrated under reduced pressure to obtain brown colored thick mass. Crude product was purified by column chromatography on silica gel with 1% ethyl acetate in Hexane to obtain title compound as...